Dataset: the Open Reaction Database (ORD), a public repository of structured organic reaction records. Task: describe an organic reaction: reactants, conditions, products, and yield Reactants: [C@@H]1([C@@H](O)[C@H](O)[C@H](O1)CO)N1C(NC(C=C1)=O)=O (1-(β-D-arabinofuranosyl)-pyrimidin-2,4(3H)-dione), C(C)(=O)OC(C)=O (acetic anhydride). Run in N1=CC=CC=C1 (pyridine). Yields the product C(C)(=O)O[C@@H]1[C@@H](O[C@@H]([C@H]1OC(C)=O)COC(C)=O)N1C(NC(C=C1)=O)=O (1-(2′,3′,5′-Tri-O-acetyl-β-D-arabinofuranosyl)-pyrimidin-2,4-(3H)-dione). RXN SMILES: [C@@H:1]1([N:10]2[CH:15]=[CH:14][C:13](=[O:16])[NH:12][C:11]2=[O:17])[O:7][C@H:6]([CH2:8][OH:9])[C@@H:4]([OH:5])[C@@H:2]1[OH:3].C(O[C:22](=[O:24])[CH3:23])(=O)C>N1C=CC=CC=1>[C:2]([O:3][C@H:2]1[C@H:4]([O:5][C:4](=[O:5])[CH3:6])[C@@H:6]([CH2:8][O:9][C:22](=[O:24])[CH3:23])[O:7][C@H:1]1[N:10]1[CH:15]=[CH:14][C:13](=[O:16])[NH:12][C:11]1=[O:17])(=[O:3])[CH3:1]. Procedure: 500 mg (2.05 mmol) of the above product 3 is taken as the starting material, and dissolved in 35 mL of pyridine. Then 11 ml of acetic anhydride is added with continuously stirring. The solution is concentrated under reduced pressure by removing the residual part of the solution after the completion of the reaction, and then purified by rapid column chromatography (acetone/n-hexane=4:5). A white product (1-(2′,3′,5′-Tri-O-acetyl-β-D-arabinofuranosyl)-pyrimidin-2,4-(3H)-dione) 4 is obtained. Its w... Reactants: BrC1=CC(=C(C=C1)NS(=O)(=O)C1=C(C2=C(S1)C=CC(=C2)F)C)C(F)(F)F (5-fluoro-3-methyl-benzo[b]thiophene-2-sulfonic acid(4-bromo-2-trifluoromethyl-phenyl)-amide), N1=CC(=CC=C1)B(O)O (3-pyridineboronic acid). The reagents and catalysts are C=1C=CC(=CC1)[P](C=2C=CC=CC2)(C=3C=CC=CC3)[Pd]([P](C=4C=CC=CC4)(C=5C=CC=CC5)C=6C=CC=CC6)([P](C=7C=CC=CC7)(C=8C=CC=CC8)C=9C=CC=CC9)[P](C=1C=CC=CC1)(C=1C=CC=CC1)C=1C=CC=CC1 (tetrakis(triphenylphosphine)palladium). Run in COCCOC (1,2-dimethoxyethane), C(C)O (ethanol), C([O-])([O-])=O.[Na+].[Na+] (sodium carbonate). Yields the product N1=CC(=CC=C1)C1=CC(=C(C=C1)NS(=O)(=O)C1=C(C2=C(S1)C=CC(=C2)F)C)C(F)(F)F (5-Fluoro-3-methyl-benzo[b]thiophene-2-sulfonic acid(4-pyridin-3-yl-2-trifluoromethyl-phenyl)-amide). The yield is 86.3%. As a reaction SMILES: Br[C:2]1[CH:7]=[CH:6][C:5]([NH:8][S:9]([C:12]2[S:16][C:15]3[CH:17]=[CH:18][C:19]([F:21])=[CH:20][C:14]=3[C:13]=2[CH3:22])(=[O:11])=[O:10])=[C:4]([C:23]([F:26])([F:25])[F:24])[CH:3]=1.[N:27]1[CH:32]=[CH:31][CH:30]=[C:29](B(O)O)[CH:28]=1>COCCOC.C(O)C.C(=O)([O-])[O-].[Na+].[Na+].C1C=CC([P]([Pd]([P](C2C=CC=CC=2)(C2C=CC=CC=2)C2C=CC=CC=2)([P](C2C=CC=CC=2)(C2C=CC=CC=2)C2C=CC=CC=2)[P](C2C=CC=CC=2)(C2C=CC=CC=2)C2C=CC=CC=2)(C2C=CC=CC=2)C2C=CC=CC=2)=CC=1>[N:27]1[CH:32]=[CH:31][CH:30]=[C:29]([C:2]2[CH:7]=[CH:6][C:5]([NH:8][S:9]([C:12]3[S:16][C:15]4[CH:17]=[CH:18][C:19]([F:21])=[CH:20][C:14]=4[C:13]=3[CH3:22])(=[O:10])=[O:11])=[C:4]([C:23]([F:26])([F:24])[F:25])[CH:3]=2)[CH:28]=1 |f:4.5.6,^1:54,56,75,94|. Procedure details: This compound was prepared in analogy to Example 2 starting from 5-fluoro-3-methyl-benzo[b]thiophene-2-sulfonic acid(4-bromo-2-trifluoromethyl-phenyl)-amide (0.10 g) and 3-pyridineboronic acid (0.052 g) in 1,2-dimethoxyethane (1.5 ml), ethanol (0.32 ml) and 2 M aqueous sodium carbonate solution (0.8 ml) with tetrakis(triphenylphosphine)palladium (0.050 g) to obtain the title compound (0.086 g) as a colorless solid. MS (ISP): 467.0 (M+H)+ Reactants: COc1cc(C(OC)c2c[nH]c3ncccc23)ccc1OCc1ccccc1, CC[SiH](CC)CC, CC#N, O=C(O)C(F)(F)F. The product is COc1cc(Cc2c[nH]c3ncccc23)ccc1OCc1ccccc1. Reaction SMILES: [CH2:1]([c:2]1[cH:3][cH:4][cH:5][cH:6][cH:7]1)[O:8][c:9]1[c:10]([O:27][CH3:28])[cH:11][c:12]([CH:15]([c:16]2[cH:17][nH:18][c:19]3[n:20][cH:21][cH:22][cH:23][c:24]23)[O:25][CH3:26])[cH:13][cH:14]1.[CH2:36]([SiH:37]([CH2:38][CH3:39])[CH2:40][CH3:41])[CH3:42].[CH3:43][C:44]#[N:45].[OH:29][C:30]([C:31]([F:32])([F:33])[F:34])=[O:35]>>[CH2:1]([c:2]1[cH:3][cH:4][cH:5][cH:6][cH:7]1)[O:8][c:9]1[c:10]([O:27][CH3:28])[cH:11][c:12]([CH2:15][c:16]2[cH:17][nH:18][c:19]3[n:20][cH:21][cH:22][cH:23][c:24]23)[cH:13][cH:14]1. Reactants: COC(C[C@@H]1COC2=C1C=CC(=C2)O[C@@H]2CCC1=C(C(=CC=C21)C(F)(F)F)Br)=O ({(S)-6-[(R)-4-bromo-5-trifluoromethyl-indan-1-yloxy]-2,3-dihydro-benzofuran-3-yl}-acetic acid methyl ester), [Br-].FC1=C(C[Zn+])C=CC(=C1)F (2,4-difluoro-benzylzinc bromide), Intermediate 1. Reagents/catalysts: C(C)(C)C1=C(C(=CC=C1)C(C)C)N1C(N(C=C1)C1=C(C=CC=C1C(C)C)C(C)C)=[Pd-3](C1=NC=CC=C1Cl)(Cl)Cl ([1,3-bis(2,6-diisopropylphenyl)imidazol-2-ylidene]-(3-chloropyridyl)-palladium(II) dichloride). Product: COC(C[C@@H]1COC2=C1C=CC(=C2)O[C@@H]2CCC1=C(C(=CC=C21)C(F)(F)F)CC2=C(C=C(C=C2)F)F)=O ({(S)-6-[(R)-4-(2,4-Difluoro-benzyl)-5-trifluoromethyl-indan-1-yloxy]-2,3-dihydro-benzofuran-3-yl}-acetic acid methyl ester). As a reaction SMILES: [CH3:1][O:2][C:3](=[O:29])[CH2:4][C@H:5]1[C:9]2[CH:10]=[CH:11][C:12]([O:14][C@H:15]3[C:23]4[C:18](=[C:19](Br)[C:20]([C:24]([F:27])([F:26])[F:25])=[CH:21][CH:22]=4)[CH2:17][CH2:16]3)=[CH:13][C:8]=2[O:7][CH2:6]1.[Br-].[F:31][C:32]1[CH:39]=[C:38]([F:40])[CH:37]=[CH:36][C:33]=1[CH2:34][Zn+]>C(C1C=CC=C(C(C)C)C=1N1C=CN(C2C(C(C)C)=CC=CC=2C(C)C)C1=[Pd-3](Cl)(Cl)C1C(Cl)=CC=CN=1)(C)C>[CH3:1][O:2][C:3](=[O:29])[CH2:4][C@H:5]1[C:9]2[CH:10]=[CH:11][C:12]([O:14][C@H:15]3[C:23]4[C:18](=[C:19]([CH2:34][C:33]5[CH:36]=[CH:37][C:38]([F:40])=[CH:39][C:32]=5[F:31])[C:20]([C:24]([F:27])([F:26])[F:25])=[CH:21][CH:22]=4)[CH2:17][CH2:16]3)=[CH:13][C:8]=2[O:7][CH2:6]1 |f:1.2|. Reported procedure: The title compound is prepared from {(S)-6-[(R)-4-bromo-5-trifluoromethyl-indan-1-yloxy]-2,3-dihydro-benzofuran-3-yl}-acetic acid methyl ester and 2,4-difluoro-benzylzinc bromide following a procedure analogous to that described in Step 6 of Intermediate 1; [1,3-bis(2,6-diisopropylphenyl)imidazol-2-ylidene]-(3-chloropyridyl)-palladium(II) dichloride (Pd-PEPPSI-IPr) is used as catalyst. LC (method 3): tR=0.98 min; Mass spectrum (ESI+): m/z=541 [M+Na]+. Conditions: temperature 25 celsius, time 1 hour. Procedure details: A solution of 2-[(4-fluoro-benzylamino)-methyl]-5-methyl-hex-4-enoic acid ethyl ester (102 mg, 0.35 mmol), (7-methanesulfonylamino-1,1-dioxo-1,4-dihydro-1λ6-benzo[1,2,4]thiadiazin-3-yl)-acetic acid (115 mg, 0.345 mmol), and 1-(3-dimethylaminopropyl)-3-ethylcarbodiimide hydrochloride (69 mg, 0.36 mmol) in anhydrous N,N-dimethylformamide (5 mL) was treated with N-methylmorpholine. The reaction was stirred for 1 h at 25° C., diluted with a 1.0 M aqueous hydrochloric acid solution (20 mL), and extra... RXN SMILES: C(O[C:4](=[O:21])[CH:5]([CH2:11][NH:12][CH2:13][C:14]1[CH:19]=[CH:18][C:17]([F:20])=[CH:16][CH:15]=1)[CH2:6][CH:7]=[C:8]([CH3:10])[CH3:9])C.[CH3:22][S:23]([NH:26][C:27]1[CH:42]=[CH:41][C:30]2[NH:31][C:32]([CH2:37][C:38](O)=[O:39])=[N:33][S:34](=[O:36])(=[O:35])[C:29]=2[CH:28]=1)(=[O:25])=[O:24].Cl.CN(C)CCCN=C=NCC.CN1CCOCC1.[H-].[Na+]>CN(C)C=O.Cl>[F:20][C:17]1[CH:16]=[CH:15][C:14]([CH2:13][N:12]2[CH2:11][CH:5]([CH2:6][CH:7]=[C:8]([CH3:9])[CH3:10])[C:4]([OH:21])=[C:37]([C:32]3[NH:31][C:30]4[CH:41]=[CH:42][C:27]([NH:26][S:23]([CH3:22])(=[O:25])=[O:24])=[CH:28][C:29]=4[S:34](=[O:35])(=[O:36])[N:33]=3)[C:38]2=[O:39])=[CH:19][CH:18]=1 |f:2.3,5.6|. Yield: 46.4%. The product is FC1=CC=C(CN2C(C(=C(C(C2)CC=C(C)C)O)C2=NS(C3=C(N2)C=CC(=C3)NS(=O)(=O)C)(=O)=O)=O)C=C1 (N-{3-[1-(4-fluoro-benzyl)-4-hydroxy-5-(3-methyl-but-2-enyl)-2-oxo-1,2,5,6-tetrahydro-pyridin-3-yl]-1,1-dioxo-1,4-dihydro-1λ6-benzo[1,2,4]thiadiazin-7-yl}-methanesulfonamide). Run in CN(C=O)C (N,N-dimethylformamide), Cl (hydrochloric acid). Starting materials: C(C)OC(C(CC=C(C)C)CNCC1=CC=C(C=C1)F)=O (2-[(4-fluoro-benzylamino)-methyl]-5-methyl-hex-4-enoic acid ethyl ester), CS(=O)(=O)NC1=CC2=C(NC(=NS2(=O)=O)CC(=O)O)C=C1 ((7-methanesulfonylamino-1,1-dioxo-1,4-dihydro-1λ6-benzo[1,2,4]thiadiazin-3-yl)-acetic acid), Cl.CN(CCCN=C=NCC)C (1-(3-dimethylaminopropyl)-3-ethylcarbodiimide hydrochloride), CN1CCOCC1 (N-methylmorpholine), oil, [H-].[Na+] (sodium hydride). The reactants are C1(=CC=CC=C1)C#CC1=NC(NC=C1)=O (4-(phenylethynyl)pyrimidin-2(1H)-one), OC(COC1=C(C=C(C=C1)B(O)O)OC)(C)C (4-(2-hydroxy-2-methylpropoxy)-3-methoxyphenylboronic acid), CN(CCN(C)C)C (N1,N1,N2,N2-tetramethylethane-1,2-diamine), C(C)(C)(C)OC (methyl t-butyl ether). The reagents and catalysts are C(C)(=O)[O-].[Cu+2].C(C)(=O)[O-] (copper (II) acetate). The solvent is CO (MeOH), O (H2O), C(Cl)Cl (CH2Cl2). Run at time 45 minute. Product: OC(COC1=C(C=C(C=C1)N1C(N=C(C=C1)C#CC1=CC=CC=C1)=O)OC)(C)C (1-(4-(2-Hydroxy-2-methylpropoxy)-3-methoxyphenyl)-4-(phenylethynyl)pyrimidin-2(1H)-one). Isolated yield 37.0%. Reaction SMILES: [C:1]1([C:7]#[C:8][C:9]2[CH:14]=[CH:13][NH:12][C:11](=[O:15])[N:10]=2)[CH:6]=[CH:5][CH:4]=[CH:3][CH:2]=1.[OH:16][C:17]([CH3:32])([CH3:31])[CH2:18][O:19][C:20]1[CH:25]=[CH:24][C:23](B(O)O)=[CH:22][C:21]=1[O:29][CH3:30].CN(C)CCN(C)C.C(OC)(C)(C)C>CO.O.C(Cl)Cl.C([O-])(=O)C.[Cu+2].C([O-])(=O)C>[OH:16][C:17]([CH3:32])([CH3:31])[CH2:18][O:19][C:20]1[CH:25]=[CH:24][C:23]([N:12]2[CH:13]=[CH:14][C:9]([C:8]#[C:7][C:1]3[CH:6]=[CH:5][CH:4]=[CH:3][CH:2]=3)=[N:10][C:11]2=[O:15])=[CH:22][C:21]=1[O:29][CH3:30] |f:7.8.9|. Procedure details: To a stirred mixture of 4-(phenylethynyl)pyrimidin-2(1H)-one Part B (20 mg, 0.1 mmol), 4-(2-hydroxy-2-methylpropoxy)-3-methoxyphenylboronic acid Part D (48.9 mg, 0.2 mmol), and copper (II) acetate (18.5 mg, 0.1 mmol) in MeOH (2 mL) and H2O (0.5 mL) was added N1,N1,N2,N2-tetramethylethane-1,2-diamine (24 mg, 0.2 mmol) at RT. The reaction mixture was stirred at RT for 45 min under oxygen, diluted with CH2Cl2, washed sequentially with 5% aq. H2SO4 and sat. NaHCO3. The organic phase was dried (MgSO4... Starting materials: C([O-])(O)=O.[Na+] (sodium bicarbonate), ClC1=CC(=CC=C1)C(=O)OO (3-chloroperbenzoic acid), peracid, O (water), FC(C(C=C)(C(F)(F)F)C(F)(F)F)(F)F (4,4,4-trifluoro-3,3-bis(trifluoromethyl)-but-1-ene). Run in C(C)OCC (diethyl ether). The product is FC(C(C1CO1)(C(F)(F)F)C(F)(F)F)(F)F (4,4,4-Trifluoro-3,3-bis(trifluoromethyl)-1,2-epoxybutane). As a reaction SMILES: ClC1C=CC=C(C(OO)=[O:9])C=1.O.[F:13][C:14]([F:27])([F:26])[C:15]([C:22]([F:25])([F:24])[F:23])([C:18]([F:21])([F:20])[F:19])[CH:16]=[CH2:17].C(=O)(O)[O-].[Na+]>C(OCC)C>[F:13][C:14]([F:26])([F:27])[C:15]([C:18]([F:21])([F:20])[F:19])([C:22]([F:23])([F:24])[F:25])[CH:16]1[O:9][CH2:17]1 |f:3.4|. Procedure: 32.9 g (105 mmol) of 3-chloroperbenzoic acid with a peracid content of 55% is added in portions with stirring and cooling with water to a solution of 24.6 g (100 mmol) of 4,4,4-trifluoro-3,3-bis(trifluoromethyl)-but-1-ene in 150 ml of absolute diethyl ether. After addition is completed, it is refluxed for 3 hours. It is allowed to cool, and the solution is stirred in cold, saturated sodium bicarbonate solution. The ethereal solution is separated, washed with sodium chloride solution, dried on so... Starting materials: O=C([O-])[O-], Cc1[se]c(C(=O)[O-])c(N)c1C, COC(=O)c1cc([N+](=O)[O-])c(C)[se]1, CNC, [Fe], [K+], [K+], O=N[O-], [Na+]. Product: COC(=O)c1cc(N=NN(C)C)c(C)[se]1. Reaction SMILES: [C:32](=[O:33])([O-:34])[O-:35].[CH3:14][c:15]1[c:16]([NH2:24])[c:17]([C:18]([O-:19])=[O:20])[se:21][c:22]1[CH3:23].[CH3:1][c:2]1[c:3]([N+:11]([O-:12])=[O:13])[cH:4][c:5]([C:7](=[O:8])[O:9][CH3:10])[se:6]1.[CH3:29][NH:30][CH3:31].[Fe:38].[K+:36].[K+:37].[N:25]([O-:26])=[O:27].[Na+:28]>>[CH3:1][c:2]1[c:3]([N:11]=[N:24][N:30]([CH3:29])[CH3:31])[cH:4][c:5]([C:7](=[O:8])[O:9][CH3:10])[se:6]1. Starting materials: CCNc1cccnc1N1CCN(C(=O)c2ccc(C(=O)OC)cn2)CC1, CO, CC(C)O, O. Product: CCNc1cccnc1N1CCN(C(=O)c2ccc(C(=O)O)cn2)CC1. Reaction SMILES: [CH3:1][O:2][C:3]([c:4]1[cH:5][n:6][c:7]([C:10](=[O:11])[N:12]2[CH2:13][CH2:14][N:15]([c:18]3[n:19][cH:20][cH:21][cH:22][c:23]3[NH:24][CH2:25][CH3:26])[CH2:16][CH2:17]2)[cH:8][cH:9]1)=[O:27].[CH3:33][OH:34].[CH:28]([OH:29])([CH3:30])[CH3:31].[OH2:32]>>[O:2]=[C:3]([c:4]1[cH:5][n:6][c:7]([C:10](=[O:11])[N:12]2[CH2:13][CH2:14][N:15]([c:18]3[n:19][cH:20][cH:21][cH:22][c:23]3[NH:24][CH2:25][CH3:26])[CH2:16][CH2:17]2)[cH:8][cH:9]1)[OH:27].